The task is: describe an organic reaction: reactants, conditions, products, and yield. This data is from the Open Reaction Database (ORD), a public repository of structured organic reaction records. The reactants are BrC#N (BrCN), NC=1C=C(C=CC1O)C(C(=O)O)C (2-(3-Amino-4-hydroxy-phenyl)-propionic acid), [OH-].[Na+] (NaOH). Solvent: O (H2O). Run at time 40 hour. Product: NC=1OC2=C(N1)C=C(C=C2)C(C(=O)O)C (2-(2-Amino-benzooxazol-5-yl)-propionic acid). RXN SMILES: [NH2:1][C:2]1[CH:3]=[C:4]([CH:9]([CH3:13])[C:10]([OH:12])=[O:11])[CH:5]=[CH:6][C:7]=1[OH:8].Br[C:15]#[N:16].[OH-].[Na+]>O>[NH2:16][C:15]1[O:8][C:7]2[CH:6]=[CH:5][C:4]([CH:9]([CH3:13])[C:10]([OH:12])=[O:11])=[CH:3][C:2]=2[N:1]=1 |f:2.3|. Procedure details: A mixture of (2) (630 mg, 1 mmol) in H2O (33 ml) was added BrCN (383 mg, 1.04 mmol) at room temperature. The reaction mixture is stirred for 40 h at room temperature. The reaction mixture is neutralized to pH 6□7 with 40% aq. NaOH and filtered. The solid was recrystallized with 50% aq. MeOH and filtered. The solid is dried under vacuum. Reactants: COC(C1=CC=C(C=C1)C=1OC2=C(C1)C=C(C=C2)OC)=O (4-(5-Methoxy-benzofuran-2-yl)-benzoic acid methyl ester), Cl.N1=CC=CC=C1 (Pyridine HCl). Solvent: O (water). Run at temperature 200 celsius, time 2 hour. Yields the product OC=1C=CC2=C(C=C(O2)C2=CC=C(C(=O)O)C=C2)C1 (4-(5-Hydroxy-benzofuran-2-yl)-benzoic acid). The yield is 45.9%. Reaction SMILES: C[O:2][C:3](=[O:21])[C:4]1[CH:9]=[CH:8][C:7]([C:10]2[O:11][C:12]3[CH:18]=[CH:17][C:16]([O:19]C)=[CH:15][C:13]=3[CH:14]=2)=[CH:6][CH:5]=1.Cl.N1C=CC=CC=1>O>[OH:19][C:16]1[CH:17]=[CH:18][C:12]2[O:11][C:10]([C:7]3[CH:8]=[CH:9][C:4]([C:3]([OH:21])=[O:2])=[CH:5][CH:6]=3)=[CH:14][C:13]=2[CH:15]=1 |f:1.2|. Procedure: A mixture of 4-(5-Methoxy-benzofuran-2-yl)-benzoic acid methyl ester (0.5 g, 1.8 mmol) and Pyridine HCl (5 g) was heated to 200° C. After 2 hr, the reaction was cooled and poured into water and extracted with EtOAc. The EtOAc layer was dried over MgSO4, concentrated and the product was purified by column chromatography on silica gel (75% EtOAc/hex) to give a solid (0.21 g, 47%): 1H NMR (DMSO-d6) δ 13.07 (br s, 1 H), 9.29 (br s, 1 H), 8.02 (d, 2 H, J=8.1 Hz), 7.97 (d, 2 H, J=8.7 Hz), 7.46 (m, 2 H... The reactants are NC1CCN(CCC1)C(=O)OCC (ethyl 4-aminohexahydro-1H-azepine-1-carboxylate), 63, C(=S)=S (carbon disulfide), N,N'-methanetetraylbis[cyclohexanamine]. The solvent is O1CCCC1 (tetrahydrofuran). The product is 70.75, N(=C=S)C1CCN(CCC1)C(=O)OCC (ethyl hexahydro-4-isothiocyanato-1H-azepine-1-carboxylate). Yield: 100.0%. As a reaction SMILES: [C:1](=[S:3])=S.[NH2:4][CH:5]1[CH2:11][CH2:10][CH2:9][N:8]([C:12]([O:14][CH2:15][CH3:16])=[O:13])[CH2:7][CH2:6]1>O1CCCC1>[N:4]([CH:5]1[CH2:11][CH2:10][CH2:9][N:8]([C:12]([O:14][CH2:15][CH3:16])=[O:13])[CH2:7][CH2:6]1)=[C:1]=[S:3]. Procedure details: To a stirred and cooled (-10° C.) mixture of 63 parts of carbon disulfide, 52.1 parts of N,N'-methanetetraylbis[cyclohexanamine] and 360 parts of tetrahydrofuran were added dropwise 46.9 parts of ethyl 4-aminohexahydro-1H-azepine-1-carboxylate. Upon complete addition, the reaction mixture was stirred for 2 hours at room temperature. The reaction mixture was evaporated and the residue was stirred in 2,2'-oxybispropane. The precipitate was filtered off and the filtrate was evaporated, yielding 70.... The reactants are CC(=O)OC(C)=O, Nc1ccc(-c2nc3ccccc3s2)cc1, c1ccccc1. The product is CC(=O)Nc1ccc(-c2nc3ccccc3s2)cc1. As a reaction SMILES: [CH3:17][C:18](=[O:19])[O:20][C:21](=[O:22])[CH3:23].[NH2:1][c:2]1[cH:3][cH:4][c:5](-[c:8]2[s:9][c:10]3[c:11]([n:12]2)[cH:13][cH:14][cH:15][cH:16]3)[cH:6][cH:7]1.[cH:24]1[cH:25][cH:26][cH:27][cH:28][cH:29]1>>[NH:1]([c:2]1[cH:3][cH:4][c:5](-[c:8]2[s:9][c:10]3[c:11]([n:12]2)[cH:13][cH:14][cH:15][cH:16]3)[cH:6][cH:7]1)[C:18]([CH3:17])=[O:19].